Dataset: the Open Reaction Database (ORD), a public repository of structured organic reaction records. Task: describe an organic reaction: reactants, conditions, products, and yield The reactants are NC=1C=CC(=C(C1)C(=O)C1=C(C=C(C=C1)NC1=C(C=C(C=C1)F)F)Cl)C ((5-Amino-2-methyl-phenyl)-[2-chloro-4-(2,4-difluoro-phenylamino)-phenyl]-methanone), OC(CC=O)C (3-Hydroxy-butyraldehyde), NaCN(BH3), OC(CC=O)C (3-Hydroxy-butyraldehyde), NaCN(BH3). Run in CO (MeOH). Run at time 18 hour. Yields the product ClC1=C(C=CC(=C1)NC1=C(C=C(C=C1)F)F)C(=O)C1=C(C=CC(=C1)NCCC(C)O)C ([2-Chloro-4-(2,4-difluoro-phenylamino)-phenyl]-[5-(3-hydroxy-butylamino)-2-methyl-phenyl]-methanone). As a reaction SMILES: [NH2:1][C:2]1[CH:3]=[CH:4][C:5]([CH3:26])=[C:6]([C:8]([C:10]2[CH:15]=[CH:14][C:13]([NH:16][C:17]3[CH:22]=[CH:21][C:20]([F:23])=[CH:19][C:18]=3[F:24])=[CH:12][C:11]=2[Cl:25])=[O:9])[CH:7]=1.[OH:27][CH:28]([CH3:32])[CH2:29][CH:30]=O>CO>[Cl:25][C:11]1[CH:12]=[C:13]([NH:16][C:17]2[CH:22]=[CH:21][C:20]([F:23])=[CH:19][C:18]=2[F:24])[CH:14]=[CH:15][C:10]=1[C:8]([C:6]1[CH:7]=[C:2]([NH:1][CH2:30][CH2:29][CH:28]([OH:27])[CH3:32])[CH:3]=[CH:4][C:5]=1[CH3:26])=[O:9]. Procedure details: Compound 494 (0.033 g, 0.09 mmol) was suspended in MeOH (1 mL). 3-Hydroxy-butyraldehyde (0.023 g, 0.27 mmol) and NaCN(BH3) (0.055 g, 0.88 mmol) were added. The suspension was stirred at room temperature for 18 h. 3-Hydroxy-butyraldehyde (0.023 g, 0.27 mmol) and NaCN(BH3) (0.055 g, 0.88 mmol) were added again and the suspension was stirred at room temperature for 24 h. The reaction mixture was concentrated in vacuo. The residue was dissolved in EtOAc and the organic phase was washed with brine. T... The reactants are CCOC(=O)C=C1CCC1, COc1c(C)cc(N)cc1C, Cc1ccccc1, Cl. Product: CCOC(=O)CC1(Nc2cc(C)c(OC)c(C)c2)CCC1. As a reaction SMILES: [C:12]1(=[CH:16][C:17](=[O:18])[O:19][CH2:20][CH3:21])[CH2:13][CH2:14][CH2:15]1.[CH3:1][O:2][c:3]1[c:4]([CH3:11])[cH:5][c:6]([NH2:7])[cH:8][c:9]1[CH3:10].[CH3:23][c:24]1[cH:25][cH:26][cH:27][cH:28][cH:29]1.[ClH:22]>>[CH3:1][O:2][c:3]1[c:4]([CH3:11])[cH:5][c:6]([NH:7][C:12]2([CH2:16][C:17](=[O:18])[O:19][CH2:20][CH3:21])[CH2:13][CH2:14][CH2:15]2)[cH:8][c:9]1[CH3:10].